Dataset: the Open Reaction Database (ORD), a public repository of structured organic reaction records. Task: describe an organic reaction: reactants, conditions, products, and yield Starting materials: C=1C=CC(=CC1)P(C=2C=CC=CC2)C3=CC=C4C=CC=CC4=C3C5=C6C=CC=CC6=CC=C5P(C=7C=CC=CC7)C=8C=CC=CC8 (BINAP), COC=1C=CC2=C(CCN(C(N2)=O)C2CCNCC2)C1 (7-methoxy-3-piperidin-4-yl-1,3,4,5-tetrahydro-1,3-benzodiazepin-2-one), BrC=1C=C(C=CC1)C(=O)N1CCC2=CC(=CC=C12)F ((3-bromo-phenyl)-(5-fluoro-2,3-dihydro-indol-1-yl)-methanone), C([O-])([O-])=O.[Cs+].[Cs+] (caesium carbonate). The reagents and catalysts are C(C)(=O)[O-].[Pd+2].C(C)(=O)[O-] (palladium(II) acetate). Solvent: O1CCOCC1 (dioxane). Reaction conditions: temperature 120 celsius, time 8 hour. Product: FC=1C=C2CCN(C2=CC1)C(=O)C=1C=C(C=CC1)N1CCC(CC1)N1C(NC2=C(CC1)C=C(C=C2)OC)=O (3-{1-[3-(5-fluoro-2,3-dihydro-indole-1-carbonyl)-phenyl]-piperidin-4-yl}-7-methoxy-1,3,4,5-tetrahydro-benzo[d][1,3]diazepin-2-one). As a reaction SMILES: C1C=CC(P(C2C(C3C(P(C4C=CC=CC=4)C4C=CC=CC=4)=CC=C4C=3C=CC=C4)=C3C(C=CC=C3)=CC=2)C2C=CC=CC=2)=CC=1.[CH3:47][O:48][C:49]1[CH:50]=[CH:51][C:52]2[NH:58][C:57](=[O:59])[N:56]([CH:60]3[CH2:65][CH2:64][NH:63][CH2:62][CH2:61]3)[CH2:55][CH2:54][C:53]=2[CH:66]=1.Br[C:68]1[CH:69]=[C:70]([C:74]([N:76]2[C:84]3[C:79](=[CH:80][C:81]([F:85])=[CH:82][CH:83]=3)[CH2:78][CH2:77]2)=[O:75])[CH:71]=[CH:72][CH:73]=1.C(=O)([O-])[O-].[Cs+].[Cs+]>O1CCOCC1.C([O-])(=O)C.[Pd+2].C([O-])(=O)C>[F:85][C:81]1[CH:80]=[C:79]2[C:84](=[CH:83][CH:82]=1)[N:76]([C:74]([C:70]1[CH:69]=[C:68]([N:63]3[CH2:64][CH2:65][CH:60]([N:56]4[CH2:55][CH2:54][C:53]5[CH:66]=[C:49]([O:48][CH3:47])[CH:50]=[CH:51][C:52]=5[NH:58][C:57]4=[O:59])[CH2:61][CH2:62]3)[CH:73]=[CH:72][CH:71]=1)=[O:75])[CH2:77][CH2:78]2 |f:3.4.5,7.8.9|. Reported procedure: Under an argon atmosphere 7 mg (31 μmol) palladium(II) acetate and 20 mg (32 μmol) BINAP were added to 86 mg (0.31 mmol) 7-methoxy-3-piperidin-4-yl-1,3,4,5-tetrahydro-1,3-benzodiazepin-2-one, 0.10 g (0.31 mmol) (3-bromo-phenyl)-(5-fluoro-2,3-dihydro-indol-1-yl)-methanone and 0.16 g (0.48 mmol) caesium carbonate in 4.0 mL dioxane, and the mixture was stirred overnight at 120° C. The reaction mixture was then evaporated down and the residue was dissolved in DMF/MeOH and purified by preparative HPL... The reactants are CC(=O)NCCCOc1ccc(C(=O)N2c3ccccc3C(N(C(C)=O)c3ccc(Cl)cc3)CC2C)cc1, [H-], CCI, [Na+], CN(C)C=O. The product is CCN(CCCOc1ccc(C(=O)N2c3ccccc3C(N(C(C)=O)c3ccc(Cl)cc3)CC2C)cc1)C(C)=O. Reaction SMILES: [C:1]([CH3:2])(=[O:3])[NH:4][CH2:5][CH2:6][CH2:7][O:8][c:9]1[cH:10][cH:11][c:12]([C:13](=[O:14])[N:15]2[CH:16]([CH3:36])[CH2:17][CH:18]([N:25]([C:26]([CH3:27])=[O:28])[c:29]3[cH:30][cH:31][c:32]([Cl:35])[cH:33][cH:34]3)[c:19]3[cH:20][cH:21][cH:22][cH:23][c:24]32)[cH:37][cH:38]1.[H-:39].[I:41][CH2:42][CH3:43].[Na+:40].[O:44]=[CH:45][N:46]([CH3:47])[CH3:48]>>[C:1]([CH3:2])(=[O:3])[N:4]([CH2:5][CH2:6][CH2:7][O:8][c:9]1[cH:10][cH:11][c:12]([C:13](=[O:14])[N:15]2[CH:16]([CH3:36])[CH2:17][CH:18]([N:25]([C:26]([CH3:27])=[O:28])[c:29]3[cH:30][cH:31][c:32]([Cl:35])[cH:33][cH:34]3)[c:19]3[cH:20][cH:21][cH:22][cH:23][c:24]32)[cH:37][cH:38]1)[CH2:42][CH3:43]. The reactants are CCCOc1cccc(C(=O)C(=Cc2ccc3c(c2)OCO3)C(=O)OC)c1, O=C(O)C(F)(F)F. Product: CCCOc1ccc2c(c1)C(=O)C(C(=O)OC)C2c1ccc2c(c1)OCO2. As a reaction SMILES: [CH2:1]1[O:2][c:3]2[cH:4][c:5]([CH:10]=[C:11]([C:12](=[O:13])[O:14][CH3:15])[C:16]([c:17]3[cH:18][c:19]([O:23][CH2:24][CH2:25][CH3:26])[cH:20][cH:21][cH:22]3)=[O:27])[cH:6][cH:7][c:8]2[O:9]1.[OH:28][C:29]([C:30]([F:31])([F:32])[F:33])=[O:34]>>[CH2:1]1[O:2][c:3]2[cH:4][c:5]([CH:10]3[CH:11]([C:12](=[O:13])[O:14][CH3:15])[C:16](=[O:27])[c:17]4[cH:18][c:19]([O:23][CH2:24][CH2:25][CH3:26])[cH:20][cH:21][c:22]43)[cH:6][cH:7][c:8]2[O:9]1. Reactants: FC(C1=CC=C(CBr)C=C1)(F)F (4-trifluoromethylbenzyl bromide), C(O)CN (ethanolamine). RXN SMILES: [F:1][C:2]([F:12])([F:11])[C:3]1[CH:10]=[CH:9][C:6]([CH2:7]Br)=[CH:5][CH:4]=1.[CH2:13]([CH2:15][NH2:16])[OH:14]>C(O)C>[F:1][C:2]([F:12])([F:11])[C:3]1[CH:10]=[CH:9][C:6]([CH2:7][NH:16][CH2:15][CH2:13][OH:14])=[CH:5][CH:4]=1. Yield: 96.0%. The product is FC(C1=CC=C(CNCCO)C=C1)(F)F (2-(4-trifluoromethylbenzylamino)ethanol). Solvent: C(C)O (ethanol). Reported procedure: Following the method of Preparation 8, step a, 4-trifluoromethylbenzyl bromide (664 mg, 2.78 mmol) was heated with ethanolamine (1.02 g, 16.7 mmol) in ethanol (3 mL) at 75° C. overnight. The product was isolated to give the title intermediate as a yellowish oil (585 mg). (m/z): [M+H]+ calcd for C10H12F3NO 220.10; found 220.3. 1H NMR (CDCl3, 300 MHz) δ (ppm): 7.59 (d, J=7.8 Hz, 2H), 7.45 (d, J=7.8 Hz, 2H), 3.88 (s, 2H), 3.66-3.70 (m, 2H), 2.80-2.83 (m, 2H).